This data is from the Open Reaction Database (ORD), a public repository of structured organic reaction records. The task is: describe an organic reaction: reactants, conditions, products, and yield Starting materials: FC1=CC(=CC=C1)F (1,3-difluorobenzene), [Li]CCCC (n-BuLi), CCCCCC (hexane), S(=O)=O (Sulfur dioxide), C1CC(=O)N(C1=O)Cl (NCS). The solvent is C(C)OCC (diethyl ether). Run at temperature -78 celsius, time 3 hour. The product is FC1=C(C(=CC=C1)F)S(=O)(=O)Cl (2,6-difluorobenzenesulfonyl chloride). As a reaction SMILES: [F:1][C:2]1[CH:7]=[CH:6][CH:5]=[C:4]([F:8])[CH:3]=1.[Li]CCCC.CCCCCC.[S:20](=[O:22])=[O:21].C1C(=O)N([Cl:30])C(=O)C1>C(OCC)C>[F:1][C:2]1[CH:7]=[CH:6][CH:5]=[C:4]([F:8])[C:3]=1[S:20]([Cl:30])(=[O:22])=[O:21]. Procedure details: To a cooled solution of 1,3-difluorobenzene (9.4 g, 82 mmol) in diethyl ether (120 mL) was added n-BuLi in hexane (32.3 mL, 81 mmol) dropwise at −78° C. The reaction mixture was stirred at −78° C. for 3 h. Sulfur dioxide (106 g, 1648 mmol) was flushed into the solution and stirred at −60° C. for 20 mins, which produced a white solid. NCS (12.10 g, 91 mmol) was added and the reaction mixture was warmed to rt and for 1 h. The reaction mixture with white solid changed to pale brown solution. The re...